The task is: describe an organic reaction: reactants, conditions, products, and yield. This data is from the Open Reaction Database (ORD), a public repository of structured organic reaction records. Starting materials: CC(C)(N)c1ncco1, O=C(O)c1cccc(-c2cccc(Cl)c2)n1. Product: CC(C)(NC(=O)c1cccc(-c2cccc(Cl)c2)n1)c1ncco1. RXN SMILES: [CH3:17][C:18]([NH2:19])([c:20]1[o:21][cH:22][cH:23][n:24]1)[CH3:25].[Cl:1][c:2]1[cH:3][c:4](-[c:8]2[cH:9][cH:10][cH:11][c:12]([C:14](=[O:15])[OH:16])[n:13]2)[cH:5][cH:6][cH:7]1>>[Cl:1][c:2]1[cH:3][c:4](-[c:8]2[cH:9][cH:10][cH:11][c:12]([C:14](=[O:16])[NH:19][C:18]([CH3:17])([c:20]3[o:21][cH:22][cH:23][n:24]3)[CH3:25])[n:13]2)[cH:5][cH:6][cH:7]1. The reactants are C(C1=CC=CC=C1)OC(=O)N1CCC(CC1)NCC (1-benzyloxycarbonyl-4-(N-ethylamino)piperidine), CN=C=O (methyl isocyanate). Solvent: C(Cl)(Cl)Cl (chloroform). The product is C(C1=CC=CC=C1)OC(=O)N1CCC(CC1)N(C(=O)NC)CC (1-Benzyloxycarbonyl-4-(N-ethyl-N'-methylureido)piperidine). RXN SMILES: [CH2:1]([O:8][C:9]([N:11]1[CH2:16][CH2:15][CH:14]([NH:17][CH2:18][CH3:19])[CH2:13][CH2:12]1)=[O:10])[C:2]1[CH:7]=[CH:6][CH:5]=[CH:4][CH:3]=1.[CH3:20][N:21]=[C:22]=[O:23]>C(Cl)(Cl)Cl>[CH2:1]([O:8][C:9]([N:11]1[CH2:16][CH2:15][CH:14]([N:17]([CH2:18][CH3:19])[C:22]([NH:21][CH3:20])=[O:23])[CH2:13][CH2:12]1)=[O:10])[C:2]1[CH:7]=[CH:6][CH:5]=[CH:4][CH:3]=1. Reported procedure: A solution of 1-benzyloxycarbonyl-4-(N-ethylamino)piperidine (4.0 g) and methyl isocyanate (11 mL) was stirred for 30 hours at ambient temperature. The reaction mixture was diluted with chloroform and evaporated to give the urea as an oil; MS: m/z=320(M+1). The material was used without further purification. Starting materials: BrC1=C2C(=NC=C1)N(C(=C2)I)S(=O)(=O)C2=CC=CC=C2 (4-bromo-2-iodo-1-(phenylsulfonyl)-1H-pyrrolo[2,3-b]pyridine), CC1(OB(OC1(C)C)C1=CCN(CC1)C(=O)OC(C)(C)C)C (tert-butyl 4-(4,4,5,5-tetramethyl-1,3,2-dioxaborolan-2-yl)-5,6-dihydropyridine-1(2H)-carboxylate), C([O-])(O)=O.[Na+] (sodium bicarbonate). The reagents and catalysts are C=1C=CC(=CC1)[P](C=2C=CC=CC2)(C=3C=CC=CC3)[Pd]([P](C=4C=CC=CC4)(C=5C=CC=CC5)C=6C=CC=CC6)([P](C=7C=CC=CC7)(C=8C=CC=CC8)C=9C=CC=CC9)[P](C=1C=CC=CC1)(C=1C=CC=CC1)C=1C=CC=CC1 (Pd(Ph3P)4). Run in CN(C=O)C (N,N-dimethylformamide). Conditions: temperature 80 celsius. Product: BrC1=C2C(=NC=C1)N(C(=C2)C2=CCN(CC2)C(=O)OC(C)(C)C)S(=O)(=O)C2=CC=CC=C2 (tert-butyl 4-(4-bromo-1-(phenylsulfonyl)-1H-pyrrolo[2,3-b]pyridin-2-yl)-5,6-dihydropyridine-1(2H)-carboxylate). As a reaction SMILES: [Br:1][C:2]1[CH:7]=[CH:6][N:5]=[C:4]2[N:8]([S:12]([C:15]3[CH:20]=[CH:19][CH:18]=[CH:17][CH:16]=3)(=[O:14])=[O:13])[C:9](I)=[CH:10][C:3]=12.CC1(C)C(C)(C)OB([C:29]2[CH2:34][CH2:33][N:32]([C:35]([O:37][C:38]([CH3:41])([CH3:40])[CH3:39])=[O:36])[CH2:31][CH:30]=2)O1.C(=O)(O)[O-].[Na+]>CN(C)C=O.C1C=CC([P]([Pd]([P](C2C=CC=CC=2)(C2C=CC=CC=2)C2C=CC=CC=2)([P](C2C=CC=CC=2)(C2C=CC=CC=2)C2C=CC=CC=2)[P](C2C=CC=CC=2)(C2C=CC=CC=2)C2C=CC=CC=2)(C2C=CC=CC=2)C2C=CC=CC=2)=CC=1>[Br:1][C:2]1[CH:7]=[CH:6][N:5]=[C:4]2[N:8]([S:12]([C:15]3[CH:20]=[CH:19][CH:18]=[CH:17][CH:16]=3)(=[O:14])=[O:13])[C:9]([C:29]3[CH2:34][CH2:33][N:32]([C:35]([O:37][C:38]([CH3:41])([CH3:40])[CH3:39])=[O:36])[CH2:31][CH:30]=3)=[CH:10][C:3]=12 |f:2.3,^1:56,58,77,96|. Procedure: A mixture of Example 135B (260.0 mg, 0.561 mmol), tert-butyl 4-(4,4,5,5-tetramethyl-1,3,2-dioxaborolan-2-yl)-5,6-dihydropyridine-1(2H)-carboxylate (191 mg, 0.618 mmol), Pd(Ph3P)4 (32.4 mg, 0.028 mmol), and saturated sodium bicarbonate solution (2 mL, 0.561 mmol) in N,N-dimethylformamide (8 mL) was purged with nitrogen and heated at 80° C. for 4 hours. The mixture was partitioned between ethyl acetate and brine. The organic layer was washed with brine, dried over MgSO4, and filtered. The filtrate... The reactants are CNC(C#N)C1CCC(CO[Si](C)(C)C(C)(C)C)C1, O=C([O-])[O-], C1CCOC1, O=C(Cl)OCc1ccccc1, [Na+], [Na+], O. Product: CN(C(=O)OCc1ccccc1)C(C#N)C1CCC(CO[Si](C)(C)C(C)(C)C)C1. RXN SMILES: [C:1]([CH3:2])([CH3:3])([CH3:4])[Si:5]([O:6][CH2:7][CH:8]1[CH2:9][CH:10]([CH:13]([C:14]#[N:15])[NH:16][CH3:17])[CH2:11][CH2:12]1)([CH3:18])[CH3:19].[C:20](=[O:21])([O-:22])[O-:23].[CH2:37]1[O:38][CH2:39][CH2:40][CH2:41]1.[Cl:26][C:27](=[O:28])[O:29][CH2:30][c:31]1[cH:32][cH:33][cH:34][cH:35][cH:36]1.[Na+:24].[Na+:25].[OH2:42]>>[C:1]([CH3:2])([CH3:3])([CH3:4])[Si:5]([O:6][CH2:7][CH:8]1[CH2:9][CH:10]([CH:13]([C:14]#[N:15])[N:16]([CH3:17])[C:27](=[O:28])[O:29][CH2:30][c:31]2[cH:32][cH:33][cH:34][cH:35][cH:36]2)[CH2:11][CH2:12]1)([CH3:18])[CH3:19].